Dataset: the Open Reaction Database (ORD), a public repository of structured organic reaction records. Task: describe an organic reaction: reactants, conditions, products, and yield Reactants: C(C)OCC (diethyl ether), ClC1=CC=C(C=C1)C(C)(C(C)C)C(C(=O)OC)C(=O)OC (dimethyl [2-(4-chlorophenyl)-3-methylbutan-2-yl]malonate), [Cl-].[Li+] (lithium chloride), O (water). The solvent is CS(=O)C (DMSO). The product is ClC1=CC=C(C=C1)C(CC(=O)OC)(C(C)C)C (Methyl 3-(4-chlorophenyl)-3,4-dimethylpentanoate). As a reaction SMILES: [Cl:1][C:2]1[CH:7]=[CH:6][C:5]([C:8]([CH:13](C(OC)=O)[C:14]([O:16][CH3:17])=[O:15])([CH:10]([CH3:12])[CH3:11])[CH3:9])=[CH:4][CH:3]=1.[Cl-].[Li+].O.C(OCC)C>CS(C)=O>[Cl:1][C:2]1[CH:3]=[CH:4][C:5]([C:8]([CH3:9])([CH:10]([CH3:11])[CH3:12])[CH2:13][C:14]([O:16][CH3:17])=[O:15])=[CH:6][CH:7]=1 |f:1.2|. Reported procedure: 3.38 g (10.81 mmol) of dimethyl [2-(4-chlorophenyl)-3-methylbutan-2-yl]malonate, 0.92 g (21.61 mmol) of lithium chloride and 0.2 ml of water in 10 ml of DMSO were heated under reflux for 4 h. After cooling, about 50 ml of diethyl ether were added to the reaction solution, and the phases were separated. The organic phase was washed twice with water, dried over magnesium sulphate and concentrated under reduced pressure. The crude product was purified by chromatography on silica gel (mobile phase c... The reactants are O=C(O)c1cnn2c(C(F)F)cc(-c3ccc(C(F)(F)F)cc3)nc12, Nc1cccc(S(=O)(=O)CCO)c1. Yields the product O=C(Nc1cccc(S(=O)(=O)CCO)c1)c1cnn2c(C(F)F)cc(-c3ccc(C(F)(F)F)cc3)nc12. As a reaction SMILES: [F:1][CH:2]([c:3]1[cH:4][c:5](-[c:15]2[cH:16][cH:17][c:18]([C:21]([F:22])([F:23])[F:24])[cH:19][cH:20]2)[n:6][c:7]2[n:8]1[n:9][cH:10][c:11]2[C:12](=[O:13])[OH:14])[F:25].[OH:26][CH2:27][CH2:28][S:29](=[O:30])(=[O:31])[c:32]1[cH:33][c:34]([NH2:35])[cH:36][cH:37][cH:38]1>>[F:1][CH:2]([c:3]1[cH:4][c:5](-[c:15]2[cH:16][cH:17][c:18]([C:21]([F:22])([F:23])[F:24])[cH:19][cH:20]2)[n:6][c:7]2[n:8]1[n:9][cH:10][c:11]2[C:12](=[O:14])[NH:35][c:34]1[cH:33][c:32]([S:29]([CH2:28][CH2:27][OH:26])(=[O:30])=[O:31])[cH:38][cH:37][cH:36]1)[F:25]. The reactants are C([O-])([O-])=O.[K+].[K+] (potassium carbonate), [N+](=O)([O-])C1=CC=C(CO[C@@H](CCCCC(=O)OC)CCOCC2=CC=C(C=C2)[N+](=O)[O-])C=C1 ((6S)-(-)-methyl 6,8-bis(4-nitrobenzoxy)octanoate). Run in CO (methanol). Conditions: time 1 hour. Product: O[C@@H](CCCCC(=O)OC)CCO ((6S)-(-)-methyl 6,8-dihydroxyoctanoate). Isolated yield 82.2%. RXN SMILES: C(=O)([O-])[O-].[K+].[K+].[N+](C1C=CC(C[O:15][C@H:16]([CH2:25][CH2:26][O:27]CC2C=CC([N+]([O-])=O)=CC=2)[CH2:17][CH2:18][CH2:19][CH2:20][C:21]([O:23][CH3:24])=[O:22])=CC=1)([O-])=O>CO>[OH:15][C@H:16]([CH2:25][CH2:26][OH:27])[CH2:17][CH2:18][CH2:19][CH2:20][C:21]([O:23][CH3:24])=[O:22] |f:0.1.2|. Reported procedure: Under an argon atmosphere, anhydrous potassium carbonate (130 mg, 0.94 mmol) was added to a solution of (6S)-(-)-methyl 6,8-bis(4-nitrobenzoxy)octanoate (461 mg, 0.94 mmol) in methanol (9.4 ml). The mixture was stirred at room temperature for 1 h and quenched with a saturated ammonium chloride solution (50 ml). The mixture was extracted with chloroform (3×50 ml) and the combined organic extracts were washed with brine (50 ml). The organic phase was dried over magnesium sulphate and the solvent w... Product: BrC=1C=C(C=2C=NN(C2C1)C(C)C)C(=O)OC (methyl 6-bromo-1-isopropyl-1H-indazole-4-carboxylate). RXN SMILES: [Br:1][C:2]1[CH:3]=[C:4]([C:11]([O:13][CH3:14])=[O:12])[C:5]2[CH:6]=[N:7][NH:8][C:9]=2[CH:10]=1.C(=O)([O-])[O-].[Cs+].[Cs+].I[CH:22]([CH3:24])[CH3:23]>C(#N)C>[Br:1][C:2]1[CH:3]=[C:4]([C:11]([O:13][CH3:14])=[O:12])[C:5]2[CH:6]=[N:7][N:8]([CH:22]([CH3:24])[CH3:23])[C:9]=2[CH:10]=1 |f:1.2.3|. Reported procedure: To a stirred solution of methyl 6-bromo-1H-indazole-4-carboxylate (4 g, 14.92 mmol) in acetonitrile (30 mL), cesium carbonate (9.7 g, 29.8 mmol) was added followed by 2-iodopropane (3.8 g, 22.3 mmol) and the reaction mixture stirred at 90° C. for 2 h. On completion, the reaction mixture was concentrated under reduced pressure and the residue diluted with water and extracted with ethyl acetate. The combined organic layers were washed with water, brine and dried over sodium sulfate. Solvent was re... Reactants: BrC=1C=C(C=2C=NNC2C1)C(=O)OC (methyl 6-bromo-1H-indazole-4-carboxylate), C([O-])([O-])=O.[Cs+].[Cs+] (cesium carbonate), IC(C)C (2-iodopropane). Conditions: temperature 90 celsius, time 2 hour. The solvent is C(C)#N (acetonitrile). Isolated yield 33.8%. The reactants are CC(C)(C)OC(=O)N1Cc2cc(NC(=O)c3cccnc3F)ccc2C(C)(C)C1, CCN(C(C)C)C(C)C, Cl, NCc1ccnc2c1CCN2. Product: CC(C)(C)OC(=O)N1Cc2cc(NC(=O)c3cccnc3NCc3ccnc4c3CCN4)ccc2C(C)(C)C1. RXN SMILES: [C:1]([CH3:2])([CH3:3])([CH3:4])[O:5][C:6](=[O:7])[N:8]1[CH2:9][c:10]2[cH:11][c:12]([NH:20][C:21](=[O:22])[c:23]3[c:24]([F:29])[n:25][cH:26][cH:27][cH:28]3)[cH:13][cH:14][c:15]2[C:16]([CH3:18])([CH3:19])[CH2:17]1.[CH:42]([N:43]([CH2:44][CH3:45])[CH:46]([CH3:47])[CH3:48])([CH3:49])[CH3:50].[ClH:41].[NH:30]1[CH2:31][CH2:32][c:33]2[c:34]1[n:35][cH:36][cH:37][c:38]2[CH2:39][NH2:40]>>[C:1]([CH3:2])([CH3:3])([CH3:4])[O:5][C:6](=[O:7])[N:8]1[CH2:9][c:10]2[cH:11][c:12]([NH:20][C:21](=[O:22])[c:23]3[c:24]([NH:40][CH2:39][c:38]4[c:33]5[c:34]([n:35][cH:36][cH:37]4)[NH:30][CH2:31][CH2:32]5)[n:25][cH:26][cH:27][cH:28]3)[cH:13][cH:14][c:15]2[C:16]([CH3:18])([CH3:19])[CH2:17]1. The reactants are CN(CCN1C(C2=C(CCC1)NC(=C2C)C=O)=O)C (5-(2-dimethylamino-ethyl)-3-methyl-4-oxo-1,4,5,6,7,8-hexahydro-pyrrolo[3,2-c]azepine-2-carbaldehyde), FC=1C=C2CC(NC2=CC1NC(COC)=O)=O (N-(5-fluoro-2-oxo-2,3-dihydro-1H-indol-6-yl)-2-methoxy-acetamide). Yields the product CN(CCN1C(C2=C(CCC1)NC(=C2C)\C=C\2/C(NC1=CC(=C(C=C21)F)NC(COC)=O)=O)=O)C ((Z)—N-{3-[5-(2-dimethylamino-ethyl)-3-methyl-4-oxo-1,4,5,6,7,8-hexahydro-pyrrolo[3,2-c]azepin-2-ylmethylene]-5-fluoro-2-oxo-2,3-dihydro-1H-indol-6-yl}-2-methoxy-acetamide). Isolated yield 76.5%. RXN SMILES: [CH3:1][N:2]([CH3:19])[CH2:3][CH2:4][N:5]1[CH2:11][CH2:10][CH2:9][C:8]2[NH:12][C:13]([CH:16]=O)=[C:14]([CH3:15])[C:7]=2[C:6]1=[O:18].[F:20][C:21]1[CH:22]=[C:23]2[C:27](=[CH:28][C:29]=1[NH:30][C:31](=[O:35])[CH2:32][O:33][CH3:34])[NH:26][C:25](=[O:36])[CH2:24]2>>[CH3:1][N:2]([CH3:19])[CH2:3][CH2:4][N:5]1[CH2:11][CH2:10][CH2:9][C:8]2[NH:12][C:13](/[CH:16]=[C:24]3\[C:25](=[O:36])[NH:26][C:27]4[C:23]\3=[CH:22][C:21]([F:20])=[C:29]([NH:30][C:31](=[O:35])[CH2:32][O:33][CH3:34])[CH:28]=4)=[C:14]([CH3:15])[C:7]=2[C:6]1=[O:18]. Reported procedure: The title compound was prepared under the same conditions as described in step 4 of Example 23 with 5-(2-dimethylamino-ethyl)-3-methyl-4-oxo-1,4,5,6,7,8-hexahydro-pyrrolo[3,2-c]azepine-2-carbaldehyde 23c obtained from step 3 of Example 23 and N-(5-fluoro-2-oxo-2,3-dihydro-1H-indol-6-yl)-2-methoxy-acetamide 7a obtained from step 1 of Example 7 as starting materials to obtain (Z)—N-{3-[5-(2-dimethylamino-ethyl)-3-methyl-4-oxo-1,4,5,6,7,8-hexahydro-pyrrolo[3,2-c]azepin-2-ylmethylene]-5-fluoro-2-oxo... The reactants are CC(C)C[AlH]CC(C)C (DIBAL-H), BrC=1C(=C(C(=O)OC)C=C(C1)F)CBr (Methyl 3-bromo-2-(bromomethyl)-5-fluorobenzoate). Run in C1(=CC=CC=C1)C (toluene), C1(=CC=CC=C1)C (toluene). Conditions: temperature 0 celsius, time 2 hour. Yields the product BrC=1C(=C(C=C(C1)F)CO)CBr ([3-bromo-2-(bromomethyl)-5-fluorophenyl]methanol). Reaction SMILES: CC(C[AlH]CC(C)C)C.[Br:10][C:11]1[C:12]([CH2:22][Br:23])=[C:13]([CH:18]=[C:19]([F:21])[CH:20]=1)[C:14](OC)=[O:15]>C1(C)C=CC=CC=1>[Br:10][C:11]1[C:12]([CH2:22][Br:23])=[C:13]([CH2:14][OH:15])[CH:18]=[C:19]([F:21])[CH:20]=1. Procedure: A solution of DIBAL-H (2 eq., 1M in toluene) in dry toluene (0.72 M) was cooled to 0° C. Then, a solution of (E5) in dry toluene (0.45 M) was added dropwise, and the resulting solution was stirred at 0° C. for 2 h. The reaction solution was quenched with a solution of 1 N HCl and the crude was extracted with EtOAc. The organic phase was washed with brine and dried (Na2SO4). The solvent was evaporated to dryness to afford [3-bromo-2-(bromomethyl)-5-fluorophenyl]methanol as a white powder, which w... Starting materials: CS(C)=O, [N-]=[N+]=[N-], [Na+], CC(O)CCCCn1c(=O)c2c(nc(CCl)n2Cc2ccccc2)n(C)c1=O. The product is CC(O)CCCCn1c(=O)c2c(nc(CN=[N+]=[N-])n2Cc2ccccc2)n(C)c1=O. As a reaction SMILES: [CH3:33][S:34]([CH3:35])=[O:36].[N-:30]=[N+:31]=[N-:32].[Na+:29].[OH:1][CH:2]([CH2:3][CH2:4][CH2:5][CH2:6][n:7]1[c:8](=[O:9])[n:10]([CH3:27])[c:11]2[n:12][c:13]([CH2:25][Cl:26])[n:14]([CH2:18][c:19]3[cH:20][cH:21][cH:22][cH:23][cH:24]3)[c:15]2[c:16]1=[O:17])[CH3:28]>>[OH:1][CH:2]([CH2:3][CH2:4][CH2:5][CH2:6][n:7]1[c:8](=[O:9])[n:10]([CH3:27])[c:11]2[n:12][c:13]([CH2:25][N:30]=[N+:31]=[N-:32])[n:14]([CH2:18][c:19]3[cH:20][cH:21][cH:22][cH:23][cH:24]3)[c:15]2[c:16]1=[O:17])[CH3:28]. RXN SMILES: [C:1]([CH:3]1[CH2:8][CH2:7][CH:6]([C:9]([O:11]C)=[O:10])[CH2:5][CH2:4]1)#[N:2].[OH-].[Na+]>CO>[C:1]([CH:3]1[CH2:4][CH2:5][CH:6]([C:9]([OH:11])=[O:10])[CH2:7][CH2:8]1)#[N:2] |f:1.2|. Reported procedure: To the solution of methyl 4-cyanocyclohexylcarboxylate (470 mg, 2.81 mmole) prepared according to the method described in J. Am. Chem. Soc., 82, 2547 (1960) in methanol (5 ml) was added 1N sodium hydroxide (2.8 ml) under ice-cooling, and the mixture was stirred overnight during which the temperature of the mixture was left rising up to room temperature. After the reaction mixture was concentrated, water was added. The resulting mixture was washed with ether and acidified with 5N hydrochloric aci... The solvent is CO (methanol). The product is C(#N)C1CCC(CC1)C(=O)O (4-Cyanocyclohexylcarboxylic acid). Yield: 84.1%. The reactants are [OH-].[Na+] (sodium hydroxide), C(#N)C1CCC(CC1)C(=O)OC (methyl 4-cyanocyclohexylcarboxylate). Reaction conditions: time 8 hour. Reactants: Cl (hydrochloric acid), P([O-])([O-])([O-])=S.[Na+].[Na+].[Na+] (trisodium phosphorothioate), ice, Cl.ON=C1CCN(CC1)C(CCl)=N (2-(4-hydroxyiminopiperidin-1-yl)-2-iminoethylchloride hydrochloride). Solvent: O (water). Run at time 1 hour. The product is Cl.ON=C1CCN(CC1)C(CS)=N (2-(4-hydroxyiminopiperidin-1-yl)-2-iminoethylmercaptan hydrochloride). Isolated yield 86.6%. Reaction SMILES: P(=[S:5])([O-])([O-])[O-].[Na+].[Na+].[Na+].Cl.[OH:10][N:11]=[C:12]1[CH2:17][CH2:16][N:15]([C:18](=[NH:21])[CH2:19][Cl:20])[CH2:14][CH2:13]1.Cl>O>[ClH:20].[OH:10][N:11]=[C:12]1[CH2:17][CH2:16][N:15]([C:18](=[NH:21])[CH2:19][SH:5])[CH2:14][CH2:13]1 |f:0.1.2.3,4.5,8.9|. Procedure: 1.77 g of trisodium phosphorothioate were added to an ice-cooled solution of 2.1 g of 2-(4-hydroxyiminopiperidin-1-yl)-2-iminoethylchloride hydrochloride in 12 ml of water, the mixture was stirred at room temperature for about one hour, 9.8 ml of 1N hydrochloric acid were then added, and the mixture was heated at 65° C. for 30 minutes. The reaction mixture was concentrated under reduced pressure, the concentrate was mixed with 9.8 ml of methanol, and insolubles were filtered off. The filtrate wa...